Task: describe an organic reaction: reactants, conditions, products, and yield. Dataset: the Open Reaction Database (ORD), a public repository of structured organic reaction records The reactants are C(C)(=O)OCC (ethyl acetate), NC1=NC(=NS1)/C(/C(=O)N[C@H]1[C@@H]2N(C(=C(CS2)CI)C(=O)OC(C2=CC=CC=C2)C2=CC=CC=C2)C1=O)=N/OC(C)(C)C(=O)OC(C)(C)C (benzhydryl 7β-[(Z)-2-(5-amino-1,2,4-thiadiazol-3-yl)-2-(1-tert-butoxycarbonyl-1-methylethoxyimino)acetamido]-3-iodomethyl-3-cephem-4-carboxylate), C[Si](NC(C)=O)(C)C (N-(trimethylsilyl)acetamide), CN1N=CC(=C1NC(C1=CC=CC=C1)(C1=CC=CC=C1)C1=CC=CC=C1)NC(=O)N1C[C@@H](CC1)NC(OC(C)(C)C)=O (tert-butyl [(3R)-1-({[1-methyl-5-(tritylamino)-1H-pyrazol-4-yl]amino}carbonyl)-3-pyrrolidinyl]carbamate). The solvent is O (water), CN(C=O)C (N,N-dimethylformamide). Reaction conditions: time 30 minute. Yields the product NC=1N([N+](=CC1NC(=O)N1C[C@@H](CC1)N)CC=1CS[C@H]2N(C1C(=O)[O-])C([C@H]2NC(\C(=N/OC(C)(C)C(=O)O)\C2=NSC(=N2)N)=O)=O)C (3-{[3-amino-4-({[(3R)-3-amino-1-pyrrolidinyl]carbonyl}amino)-2-methyl-1-pyrazolio]methyl}-7β-[(Z)-2-(5-amino-1,2,4-thiadiazol-3-yl)-2-(1-carboxy-1-methylethoxyimino)acetamido]-3-cephem-4-carboxylate). Yield: 9.8%. Reaction SMILES: [NH2:1][C:2]1[S:6][N:5]=[C:4](/[C:7](=[N:38]/[O:39][C:40]([C:43]([O:45]C(C)(C)C)=[O:44])([CH3:42])[CH3:41])/[C:8]([NH:10][C@@H:11]2[C:36](=[O:37])[N:13]3[C:14]([C:20]([O:22]C(C4C=CC=CC=4)C4C=CC=CC=4)=[O:21])=[C:15]([CH2:18]I)[CH2:16][S:17][C@H:12]23)=[O:9])[N:3]=1.C[Si](C)(C)NC(=O)C.[CH3:58][N:59]1[C:63]([NH:64]C(C2C=CC=CC=2)(C2C=CC=CC=2)C2C=CC=CC=2)=[C:62]([NH:84][C:85]([N:87]2[CH2:91][CH2:90][C@@H:89]([NH:92]C(=O)OC(C)(C)C)[CH2:88]2)=[O:86])[CH:61]=[N:60]1.C(OCC)(=O)C>CN(C)C=O.O>[NH2:64][C:63]1[N:59]([CH3:58])[N+:60]([CH2:18][C:15]2[CH2:16][S:17][C@@H:12]3[C@H:11]([NH:10][C:8](=[O:9])/[C:7](/[C:4]4[N:3]=[C:2]([NH2:1])[S:6][N:5]=4)=[N:38]\[O:39][C:40]([C:43]([OH:45])=[O:44])([CH3:42])[CH3:41])[C:36](=[O:37])[N:13]3[C:14]=2[C:20]([O-:22])=[O:21])=[CH:61][C:62]=1[NH:84][C:85]([N:87]1[CH2:91][CH2:90][C@@H:89]([NH2:92])[CH2:88]1)=[O:86]. Reported procedure: To a solution of benzhydryl 7β-[(Z)-2-(5-amino-1,2,4-thiadiazol-3-yl)-2-(1-tert-butoxycarbonyl-1-methylethoxyimino)acetamido]-3-iodomethyl-3-cephem-4-carboxylate (820 mg) in N,N-dimethylformamide (2.4 ml) was added N-(trimethylsilyl)acetamide (656 mg), and the mixture was stirred at room temperature for 30 minutes. To the reaction mixture was added tert-butyl [(3R)-1-({[1-methyl-5-(tritylamino)-1H-pyrazol-4-yl]amino}carbonyl)-3-pyrrolidinyl]carbamate (680 mg). The whole mixture was stirred at ro... Starting materials: O (water), [H-].[Na+] (Sodium hydride), C(C1=CC=CC=C1)OC(=O)NC1CCN(CC1)C(=O)OC(C)(C)C (4-Benzyloxycarbonylamino-1-t-butoxycarbonylpiperidine), C(C=C)Br (allyl bromide). Solvent: CN(C)C=O (DMF). Run at time 8 hour. Product: C(C1=CC=CC=C1)OC(=O)N(CC=C)C1CCN(CC1)C(=O)OC(C)(C)C (4-(N-(Benzyloxycarbonyl)-N-(allyl)amino)-1-(t-butoxycarbonyl)piperidine). The yield is 109.9%. RXN SMILES: [H-].[Na+].[CH2:3]([O:10][C:11]([NH:13][CH:14]1[CH2:19][CH2:18][N:17]([C:20]([O:22][C:23]([CH3:26])([CH3:25])[CH3:24])=[O:21])[CH2:16][CH2:15]1)=[O:12])[C:4]1[CH:9]=[CH:8][CH:7]=[CH:6][CH:5]=1.[CH2:27](Br)[CH:28]=[CH2:29].O>CN(C=O)C>[CH2:3]([O:10][C:11]([N:13]([CH:14]1[CH2:15][CH2:16][N:17]([C:20]([O:22][C:23]([CH3:26])([CH3:25])[CH3:24])=[O:21])[CH2:18][CH2:19]1)[CH2:29][CH:28]=[CH2:27])=[O:12])[C:4]1[CH:5]=[CH:6][CH:7]=[CH:8][CH:9]=1 |f:0.1|. Procedure details: Sodium hydride (47 mg of 60% oil dispersion, 1.2 mmol) was added to a solution of 4-(benzyloxycarbonylamino)-1-(t-butoxycarbonyl)piperidine (200 mg, 0.598 mmol) from Procedure 4, Step C and allyl bromide (0.251 mL, 351 mg, 2.9 mmol) in 2.0 mL of DMF, and the reaction was stirred overnight at rt. The reaction mixture was poured into 20 mL of water and extracted with 3×20 mL of ethyl ether. The combined organic layers were washed with 30 mL of brine, dried over sodium sulfate, and evaporated. The ... RXN SMILES: [F:1][c:2]1[c:3]([O:12][c:13]2[cH:14][cH:15][cH:16][cH:17][cH:18]2)[cH:4][c:5]([CH:8]=[CH:9][CH2:10][Cl:11])[cH:6][cH:7]1.[c:19]1([P:25]([c:26]2[cH:27][cH:28][cH:29][cH:30][cH:31]2)[c:32]2[cH:33][cH:34][cH:35][cH:36][cH:37]2)[cH:20][cH:21][cH:22][cH:23][cH:24]1>>[Cl-:11].[F:1][c:2]1[c:3]([O:12][c:13]2[cH:14][cH:15][cH:16][cH:17][cH:18]2)[cH:4][c:5]([CH:8]=[CH:9][CH2:10][P+:25]([c:19]2[cH:20][cH:21][cH:22][cH:23][cH:24]2)([c:26]2[cH:27][cH:28][cH:29][cH:30][cH:31]2)[c:32]2[cH:33][cH:34][cH:35][cH:36][cH:37]2)[cH:6][cH:7]1. The product is [Cl-], Fc1ccc(C=CC[P+](c2ccccc2)(c2ccccc2)c2ccccc2)cc1Oc1ccccc1. Reactants: Fc1ccc(C=CCCl)cc1Oc1ccccc1, c1ccc(P(c2ccccc2)c2ccccc2)cc1. Reactants: [OH-].[Na+] (sodium hydroxide), C(C1=CC=CC=C1)(=O)Cl (benzoyl chloride), [Na] (sodium), C(=O)N(O)CCCP(O)(O)=O (3-(N-formyl-N-hydroxyamino)propylphosphonic acid). Solvent: CC(=O)C (acetone), O (water), CC(=O)C (acetone). Conditions: time 10 minute. The product is C(C1=CC=CC=C1)(=O)ON(C=O)CCCP(O)(O)=O (3-(N-benzoyloxy-N-formylamino)propylphosphonic acid). Isolated yield 48.2%. RXN SMILES: [C:1](Cl)(=[O:8])[C:2]1[CH:7]=[CH:6][CH:5]=[CH:4][CH:3]=1.[Na].[CH:11]([N:13]([CH2:15][CH2:16][CH2:17][P:18](=[O:21])([OH:20])[OH:19])[OH:14])=[O:12].[OH-].[Na+]>CC(C)=O.O>[C:1]([O:14][N:13]([CH2:15][CH2:16][CH2:17][P:18](=[O:20])([OH:19])[OH:21])[CH:11]=[O:12])(=[O:8])[C:2]1[CH:7]=[CH:6][CH:5]=[CH:4][CH:3]=1 |f:3.4,^1:9|. Reported procedure: A solution of benzoyl chloride (700 mg) in dry acetone (6 ml) was added dropwise to a solution of sodium salt of 3-(N-formyl-N-hydroxyamino)propylphosphonic acid (820 mg) in a mixture of water (15 ml) and acetone (15 ml) under ice-cooling, while stirring. During this period, pH of the mixture was kept at around 7.5-7.7 with 1 N aqueous sodium hydroxide solution. The stirring was continued at the same temperature for 10 minutes and then acetone was evaporated under reduced pressure. The resulting... Starting materials: C(C)OC(C(C)(C)Br)=O (2-bromo-2-methylpropionic acid ethyl ester), CC1=C(C=CC=C1)O (2-methylphenol), C(=O)([O-])[O-].[Cs+].[Cs+] (Cs2CO3). Solvent: O1CCOCC1 (dioxane). Reaction conditions: temperature 100 celsius. Product: C(C)OC(C(C)(OC1=C(C=CC=C1)C)C)=O (2-Methyl-2-o-tolyloxy-propionic acid ethyl ester). Reaction SMILES: [CH2:1]([O:3][C:4](=[O:9])[C:5](Br)([CH3:7])[CH3:6])[CH3:2].[CH3:10][C:11]1[CH:16]=[CH:15][CH:14]=[CH:13][C:12]=1[OH:17].C([O-])([O-])=O.[Cs+].[Cs+]>O1CCOCC1>[CH2:1]([O:3][C:4](=[O:9])[C:5]([CH3:7])([O:17][C:12]1[CH:13]=[CH:14][CH:15]=[CH:16][C:11]=1[CH3:10])[CH3:6])[CH3:2] |f:2.3.4|. Procedure details: To a mixture of 2-bromo-2-methylpropionic acid ethyl ester (8.27 mL, 64.0 mmol) and 2-methylphenol (7.60 g, 70.2 mmol) in dioxane (100 mL) was added Cs2CO3 (31.3 g, 96.0 mmol). After the mixture was refluxed at 100° C. for 4 hours and allowed to cool down to room temperature, the solvent was evaporated under reduced pressure. The residue was dissolved in Et2O, washed with 1 N NaOH, dried, and concentrated to give 9.69 g (68%) of D1a; 1H NMR (300 MHz, CDCl3) δ 7.13 (d, J=7.3 Hz, 1 H), 7.03 (t, J=... Product: O[C@@H](C#CCN(S(=O)(=O)C)CCCCCCC(=O)O)CCCCC (7-[N-(4(R)-hydroxy-2-nonynyl)methanesulfonamido]heptanoic acid). Procedure: The synthesis of this compound is carried out as described in Example 1 except that, in Step A, the ethyl 7-(methanesulfonamido)heptanoate is replaced by an equimolar amount of ethyl 7-(propanesulfonamido)heptanoate (Example Q). The product of Step A is thus ethyl 7-[N-(4-acetoxynonyl)propanesulfonamido]heptanoate. The subsequent hydrolysis step yields 7-[N-(4-hydroxynonyl)-propanesulfonamido]heptanoic acid (B). As a reaction SMILES: CS(NCCCCCCC(OCC)=O)(=O)=O.C(S(NCCCCCCC(OCC)=O)(=O)=O)CC.C([O:38][CH:39]([CH2:61][CH2:62][CH2:63][CH2:64][CH3:65])[CH2:40][CH2:41][CH2:42][N:43]([CH2:50][CH2:51][CH2:52][CH2:53][CH2:54][CH2:55][C:56]([O:58]CC)=[O:57])[S:44]([CH2:47]CC)(=[O:46])=[O:45])(=O)C>>[OH:38][C@H:39]([CH2:61][CH2:62][CH2:63][CH2:64][CH3:65])[C:40]#[C:41][CH2:42][N:43]([CH2:50][CH2:51][CH2:52][CH2:53][CH2:54][CH2:55][C:56]([OH:58])=[O:57])[S:44]([CH3:47])(=[O:45])=[O:46]. Starting materials: CS(=O)(=O)NCCCCCCC(=O)OCC (ethyl 7-(methanesulfonamido)heptanoate), C(C)(=O)OC(CCCN(S(=O)(=O)CCC)CCCCCCC(=O)OCC)CCCCC (ethyl 7-[N-(4-acetoxynonyl)propanesulfonamido]heptanoate), C(CC)S(=O)(=O)NCCCCCCC(=O)OCC (ethyl 7-(propanesulfonamido)heptanoate), product. The reactants are ClC=1C=C(C=CC1)NC(OC1=CC=CC=C1)=NC#N (phenyl N-3-chlorophenyl-N′-cyanocarbamimidate), CC1=CNC=2N=CN=C(C21)N2C[C@@H](NCC2)C ((S)-5-methyl-4-(3-methylpiperazin-1-yl)-7H-pyrrolo[2,3-d]pyrimidine), C(C)(C)N(C(C)C)CC (N,N-diisopropylethylamine). Run in C(C)#N (acetonitrile). Run at temperature 85 celsius. Product: ClC=1C=C(C=CC1)NC(=NC#N)N1[C@H](CN(CC1)C=1C2=C(N=CN1)NC=C2C)C ((S)—N-(3-chlorophenyl)-N′-cyano-2-methyl-4-(5-methyl-7H-pyrrolo[2,3-d]pyrimidin-4-yl)piperazine-1-carboximidamide). Isolated yield 46.5%. As a reaction SMILES: [Cl:1][C:2]1[CH:3]=[C:4]([NH:8][C:9](=[N:17][C:18]#[N:19])OC2C=CC=CC=2)[CH:5]=[CH:6][CH:7]=1.[CH3:20][C:21]1[C:29]2[C:28]([N:30]3[CH2:35][CH2:34][NH:33][C@@H:32]([CH3:36])[CH2:31]3)=[N:27][CH:26]=[N:25][C:24]=2[NH:23][CH:22]=1.C(N(CC)C(C)C)(C)C>C(#N)C>[Cl:1][C:2]1[CH:3]=[C:4]([NH:8][C:9]([N:33]2[CH2:34][CH2:35][N:30]([C:28]3[C:29]4[C:21]([CH3:20])=[CH:22][NH:23][C:24]=4[N:25]=[CH:26][N:27]=3)[CH2:31][C@@H:32]2[CH3:36])=[N:17][C:18]#[N:19])[CH:5]=[CH:6][CH:7]=1. Procedure details: The cyanocarbamimidate from step A (0.47 g, 1.7 mmol), (S)-5-methyl-4-(3-methylpiperazin-1-yl)-7H-pyrrolo[2,3-d]pyrimidine from Example 1, step B (0.40 g, 1.7 mmol), and N,N-diisopropylethylamine (1 ml) were added to acetonitrile (10 ml). The mixture was heated at 85° C. in a sealed pressure tube for 4 hours. The solvent was evaporated, and the residue was purified by flash chromatography (80 g SiO2, 0-5% MeOH:CH2Cl2, 50 min) to give (S)—N-(3-chlorophenyl)-N′-cyano-2-methyl-4-(5-methyl-7H-pyrrol... Starting materials: C1CNCCN1, CN1CCCC1=O, Cc1c(F)c(F)cc2c(=O)c(C(=O)O)cn(C3CC3)c12. As a reaction SMILES: [CH2:21]1[CH2:22][NH:23][CH2:24][CH2:25][NH:26]1.[CH3:27][N:28]1[CH2:29][CH2:30][CH2:31][C:32]1=[O:33].[F:1][c:2]1[cH:3][c:4]2[c:5](=[O:20])[c:6]([C:17](=[O:18])[OH:19])[cH:7][n:8]([CH:14]3[CH2:15][CH2:16]3)[c:9]2[c:10]([CH3:13])[c:11]1[F:12]>>[F:1][c:2]1[cH:3][c:4]2[c:5](=[O:20])[c:6]([C:17](=[O:18])[OH:19])[cH:7][n:8]([CH:14]3[CH2:15][CH2:16]3)[c:9]2[c:10]([CH3:13])[c:11]1[N:23]1[CH2:22][CH2:21][NH:26][CH2:25][CH2:24]1. The product is Cc1c(N2CCNCC2)c(F)cc2c(=O)c(C(=O)O)cn(C3CC3)c12. Starting materials: BrC1=C(C=CC(=C1)F)O (2-bromo-4-fluorophenol), BrCC(=O)OCC (ethyl bromoacetate). Yields the product BrC1=C(OCC(=O)OCC)C=CC(=C1)F (Ethyl (2-bromo-4-fluorophenoxy)acetate). RXN SMILES: [Br:1][C:2]1[CH:7]=[C:6]([F:8])[CH:5]=[CH:4][C:3]=1[OH:9].Br[CH2:11][C:12]([O:14][CH2:15][CH3:16])=[O:13]>>[Br:1][C:2]1[CH:7]=[C:6]([F:8])[CH:5]=[CH:4][C:3]=1[O:9][CH2:11][C:12]([O:14][CH2:15][CH3:16])=[O:13]. Procedure details: The sub-title compound was prepared by the method of Example 2 step a) using 2-bromo-4-fluorophenol and ethyl bromoacetate.